From a dataset of the Open Reaction Database (ORD), a public repository of structured organic reaction records. describe an organic reaction: reactants, conditions, products, and yield Starting materials: OCCC1=C(C(=CC(=C1OCOC)OC)OCOC)OC (1-(2-hydroxyethyl)-2,5-dimethoxy-3,6-bis(methoxymethoxy)benzene), [H-].[Na+] (sodium hydride), O1CCCC1 (tetrahydrofuran), ICCCC1=C(C(=CC(=C1OCOC)OC)OCOC)OC (1-(3-iodopropyl)-2,5-dimethoxy-3,6-bis(methoxymethoxy)benzene), ice water. Solvent: CN(C=O)C (dimethylformamide), C(C)OCC (diethyl ether). Conditions: temperature 50 celsius. Yields the product COC1=C(C(=C(C=C1OCOC)OC)OCOC)CCCOCCC1=C(C(=CC(=C1OCOC)OC)OCOC)OC (2-[2,5-dimethoxy-3,6-bis(methoxymethoxy)phenyl]ethyl 3 -[2,5-dimethoxy-3,6-bis(methoxymethoxy)phenyl]propyl ether). Reaction SMILES: [OH:1][CH2:2][CH2:3][C:4]1[C:9]([O:10][CH2:11][O:12][CH3:13])=[C:8]([O:14][CH3:15])[CH:7]=[C:6]([O:16][CH2:17][O:18][CH3:19])[C:5]=1[O:20][CH3:21].[H-].[Na+].O1CCCC1.I[CH2:30][CH2:31][CH2:32][C:33]1[C:38]([O:39][CH2:40][O:41][CH3:42])=[C:37]([O:43][CH3:44])[CH:36]=[C:35]([O:45][CH2:46][O:47][CH3:48])[C:34]=1[O:49][CH3:50]>CN(C)C=O.C(OCC)C>[CH3:50][O:49][C:34]1[C:35]([O:45][CH2:46][O:47][CH3:48])=[CH:36][C:37]([O:43][CH3:44])=[C:38]([O:39][CH2:40][O:41][CH3:42])[C:33]=1[CH2:32][CH2:31][CH2:30][O:1][CH2:2][CH2:3][C:4]1[C:9]([O:10][CH2:11][O:12][CH3:13])=[C:8]([O:14][CH3:15])[CH:7]=[C:6]([O:16][CH2:17][O:18][CH3:19])[C:5]=1[O:20][CH3:21] |f:1.2|. Procedure: 374 Milligrams of 1-(2-hydroxyethyl)-2,5-dimethoxy-3,6-bis(methoxymethoxy)benzene was dissolved in 3 ml of dimethylformamide, under ice-cooling conditions, 80 mg of sodium hydride (60% dispersion) was added thereto, then 2 ml of tetrahydrofuran solution containing 527 mg of 1-(3-iodopropyl)-2,5-dimethoxy-3,6-bis(methoxymethoxy)benzene was added. The reaction mixture was heated at 50° C. in an oil bath. 6 Hours later, ice water and 100 ml of diethyl ether were added to the reaction mixture. The e...